Dataset: the Open Reaction Database (ORD), a public repository of structured organic reaction records. Task: describe an organic reaction: reactants, conditions, products, and yield Reactants: [Br-], Br, Cc1cccc([N+](=O)[O-])c1N, [Na+], O=[N+]([O-])[O-], O. Yields the product Cc1cccc([N+](=O)[O-])c1Br. Reaction SMILES: [Br-:18].[BrH:12].[CH3:1][c:2]1[c:3]([NH2:4])[c:5]([N+:9](=[O:10])[O-:11])[cH:6][cH:7][cH:8]1.[Na+:13].[O-:14][N+:15](=[O:16])[O-:17].[OH2:19]>>[CH3:1][c:2]1[c:3]([Br:12])[c:5]([N+:9](=[O:10])[O-:11])[cH:6][cH:7][cH:8]1. Starting materials: NC=1C=CC=C2C(C(NC(C12)=O)=O)(C)C (8-amino-4,4-dimethyl-2H,4H-isoquinoline-1,3-dione). The solvent is C(C)(=O)OC(C)=O (acetic anhydride). Product: C(C)(=O)NC1=CC=C2C(C(NC(C2=C1)=O)=O)(C)C (7-acetamido-4,4-dimethyl-2H,4H-isoquinoline-1,3-dione). Isolated yield 171.3%. Reaction SMILES: N[C:2]1[CH:3]=[CH:4][CH:5]=[C:6]2[C:11]=1[C:10](=[O:12])[NH:9][C:8](=[O:13])[C:7]2([CH3:15])[CH3:14]>C(OC(=O)C)(=O)C>[C:10]([NH:9][C:3]1[CH:2]=[C:11]2[C:6]([C:7]([CH3:15])([CH3:14])[C:8](=[O:13])[NH:9][C:10]2=[O:12])=[CH:5][CH:4]=1)(=[O:12])[CH3:11]. Procedure: The above amine (1.5 g, 7.35 mmol) was stirred in acetic anhydride (9 mL) at room temperature for 3 h, then poured on to ice. The precipitate was filtered, washed with water and dried to give 7-acetamido-4,4-dimethyl-2H,4H-isoquinoline-1,3-dione (1.55 g, 86%) Reactants: ClC=1C=C(C(=O)O)C=CC1 (3-Chlorobenzoic acid), [Li]CCCC (n-BuLi), hexanes, CC1(NC(CCC1)(C)C)C (2,2,6,6-tetramethylpiperidine), O=C1CCN(CC1)C(=O)OC(C)(C)C (tert-butyl 4-oxopiperidine-1-carboxylate). The solvent is C1CCOC1 (THF), C1CCOC1 (THF). Run at temperature -20 celsius, time 1 hour. Yields the product ClC=1C=CC=C2C(OC3(CCN(CC3)C(=O)OC(C)(C)C)C12)=O (tert-butyl 7-chloro-3-oxo-3H-spiro[isobenzofuran-1,4′-piperidine]-1′-carboxylate). Yield: 12.9%. RXN SMILES: [Li]CCCC.CC1(C)CCCC(C)(C)N1.[Cl:16][C:17]1[CH:18]=[C:19]([CH:23]=[CH:24][CH:25]=1)[C:20]([OH:22])=[O:21].O=[C:27]1[CH2:32][CH2:31][N:30]([C:33]([O:35][C:36]([CH3:39])([CH3:38])[CH3:37])=[O:34])[CH2:29][CH2:28]1>C1COCC1>[Cl:16][C:17]1[CH:25]=[CH:24][CH:23]=[C:19]2[C:18]=1[C:27]1([CH2:32][CH2:31][N:30]([C:33]([O:35][C:36]([CH3:39])([CH3:38])[CH3:37])=[O:34])[CH2:29][CH2:28]1)[O:21][C:20]2=[O:22]. Procedure: 2.5 M n-BuLi in hexanes (9.2 mL, 23 mmol) was added To a stirred solution of 2,2,6,6-tetramethylpiperidine (3.2 g, 23 mmol) in anhydrous THF (30 mL) at −20° C. under N2. The mixture was stirred for 1 h. at −20° C. and then cooled to −78° C. 3-Chlorobenzoic acid (1.8 g, 11.5 mmol) in anhydrous THF (20 mL) was slowly added dropwise and the mixture was stirred for 1 h at −78° C. The mixture was treated with tert-butyl 4-oxopiperidine-1-carboxylate (2.29 g, 11.5 mmol) and the resulting solution was ... The reactants are OC(CC(=O)OCC)CCC (racemic ethyl 3-hydroxyhexanoate), [OH-].[Na+] (sodium hydroxide). Solvent: O (water), CO (methanol). Run at time 2 hour. The product is OC(CC(=O)O)CCC (racemic 3-hydroxyhexanoic acid). Isolated yield 87.5%. Reaction SMILES: [OH:1][CH:2]([CH2:9][CH2:10][CH3:11])[CH2:3][C:4]([O:6]CC)=[O:5].[OH-].[Na+]>CO.O>[OH:1][CH:2]([CH2:9][CH2:10][CH3:11])[CH2:3][C:4]([OH:6])=[O:5] |f:1.2|. Procedure details: The racemic ethyl 3-hydroxyhexanoate 3.46 g (21.6 mmol) obtained in Reference example 1 was dissolved in methanol 24 ml, sodium hydroxide 0.95 g in water 24 ml was added dropwise with cooling, and the mixture was reacted with stirring in a stream of nitrogen at room temperature for two hours. Methanol was removed from the reactant under reduced pressure, and the residue was neutralized with 1N-HCl. After saturating the resultant by adding sodium chloride, the solution was extracted with ethyl ac... Reactants: ClC1=CC(=C(CN2N=NC3=C2C=CC(=C3)C=O)C=C1)C(F)(F)F (1-(4-chloro-2-trifluoromethylbenzyl)-1H-benzotriazole-5-carbaldehyde), N1N=C(N=C1)CN1C(SCC1=O)=O (3-(1H-[1,2,4]triazol-3-ylmethyl)-1,3-thiazolidine-2,4-dione). Yields the product ClC1=CC(=C(CN2N=NC3=C2C=CC(=C3)\C=C/3\C(N(C(S3)=O)CC3=NNC=N3)=O)C=C1)C(F)(F)F ((5Z)-5-({1-[4-Chloro-2-(trifluoromethyl)benzyl]-1H-benzotriazol-5-yl}methylidene)-3-(1H-1,2,4-triazol-3-ylmethyl)-1,3-thiazolidine-2,4-dione). RXN SMILES: [Cl:1][C:2]1[CH:19]=[CH:18][C:5]([CH2:6][N:7]2[C:11]3[CH:12]=[CH:13][C:14]([CH:16]=O)=[CH:15][C:10]=3[N:9]=[N:8]2)=[C:4]([C:20]([F:23])([F:22])[F:21])[CH:3]=1.[NH:24]1[CH:28]=[N:27][C:26]([CH2:29][N:30]2[C:34](=[O:35])[CH2:33][S:32][C:31]2=[O:36])=[N:25]1>>[Cl:1][C:2]1[CH:19]=[CH:18][C:5]([CH2:6][N:7]2[C:11]3[CH:12]=[CH:13][C:14](/[CH:16]=[C:33]4/[C:34](=[O:35])[N:30]([CH2:29][C:26]5[N:27]=[CH:28][NH:24][N:25]=5)[C:31](=[O:36])[S:32]/4)=[CH:15][C:10]=3[N:9]=[N:8]2)=[C:4]([C:20]([F:23])([F:21])[F:22])[CH:3]=1. Reported procedure: (5Z)-5-({1-[4-Chloro-2-(trifluoromethyl)benzyl]-1H-benzotriazol-5-yl}methylidene)-3-(1H-1,2,4-triazol-3-ylmethyl)-1,3-thiazolidine-2,4-dione was prepared from 1-(4-chloro-2-trifluoromethylbenzyl)-1H-benzotriazole-5-carbaldehyde (from Example 258) and 3-(1H-[1,2,4]triazol-3-ylmethyl)-1,3-thiazolidine-2,4-dione (from Example 90) following General Procedure F.